From a dataset of the Open Reaction Database (ORD), a public repository of structured organic reaction records. describe an organic reaction: reactants, conditions, products, and yield Solvent: O1CCCC1 (tetrahydrofuran). Procedure: A solution of (2-(1-methoxycyclohexyl)-5-(trifluoromethyl)benzyloxy)(tert-butyl)dimethylsilane (61 mg, 0.15 mmol) and tetrabutylammonium fluoride (0.2 mL; 0.2 mmol; 1.0M in tetrahydrofuran) was stirred in tetrahydrofuran (1 mL). The reaction was stirred at room temperature for 3 hours. The solvent was evaporated under reduced pressure. The residue was purified by 4 g RediSep column (Teledyne Isco inc., Lincoln Nebr.) (eluted with 10-40% ethyl acetate in heptane) to give 30 mg (69% yield) of a co... The product is COC1(CCCCC1)C1=C(C=C(C=C1)C(F)(F)F)CO ((2-(1-methoxycyclohexyl)-5-(trifluoromethyl)phenyl)methanol). Reaction SMILES: [CH3:1][O:2][C:3]1([C:9]2[CH:23]=[CH:22][C:21]([C:24]([F:27])([F:26])[F:25])=[CH:20][C:10]=2[CH2:11][O:12][Si](C(C)(C)C)(C)C)[CH2:8][CH2:7][CH2:6][CH2:5][CH2:4]1.[F-].C([N+](CCCC)(CCCC)CCCC)CCC>O1CCCC1>[CH3:1][O:2][C:3]1([C:9]2[CH:23]=[CH:22][C:21]([C:24]([F:25])([F:27])[F:26])=[CH:20][C:10]=2[CH2:11][OH:12])[CH2:4][CH2:5][CH2:6][CH2:7][CH2:8]1 |f:1.2|. Starting materials: COC1(CCCCC1)C1=C(CO[Si](C)(C)C(C)(C)C)C=C(C=C1)C(F)(F)F ((2-(1-methoxycyclohexyl)-5-(trifluoromethyl)benzyloxy)(tert-butyl)dimethylsilane), [F-].C(CCC)[N+](CCCC)(CCCC)CCCC (tetrabutylammonium fluoride). Isolated yield 69.4%. Reaction conditions: time 3 hour.